From a dataset of the Open Reaction Database (ORD), a public repository of structured organic reaction records. describe an organic reaction: reactants, conditions, products, and yield The reactants are ClC=1C=CC(=C(CN2C3=C(NCC2)N=CC(=C3)C3=CC=C(C(=O)O)C=C3)C1)C(F)(F)F (4-{1-[5-chloro-2-(trifluoromethyl)benzyl]-1,2,3,4-tetrahydropyrido[2,3-b]pyrazin-7-yl}benzoic acid), FC1=CC2=C(C(=NO2)C2CCNCC2)C=C1 (4-(6-fluorobenzo[d]isoxazol-3-yl)piperidine). Yields the product ClC=1C=CC(=C(CN2C3=C(NCC2)N=CC(=C3)C3=CC=C(C=C3)C(=O)N3CCC(CC3)C3=NOC2=C3C=CC(=C2)F)C1)C(F)(F)F ((4-{1-[5-Chloro-2-(trifluoromethyl)benzyl]-1,2,3,4-tetrahydropyrido[2,3-b]pyrazin-7-yl}phenyl)-[4-(6-fluorobenzo[d]isoxazol-3-yl)-piperidin-1-yl]methanone). As a reaction SMILES: [Cl:1][C:2]1[CH:3]=[CH:4][C:5]([C:28]([F:31])([F:30])[F:29])=[C:6]([CH:27]=1)[CH2:7][N:8]1[CH2:13][CH2:12][NH:11][C:10]2[N:14]=[CH:15][C:16]([C:18]3[CH:26]=[CH:25][C:21]([C:22](O)=[O:23])=[CH:20][CH:19]=3)=[CH:17][C:9]1=2.[F:32][C:33]1[CH:47]=[CH:46][C:36]2[C:37]([CH:40]3[CH2:45][CH2:44][NH:43][CH2:42][CH2:41]3)=[N:38][O:39][C:35]=2[CH:34]=1>>[Cl:1][C:2]1[CH:3]=[CH:4][C:5]([C:28]([F:30])([F:29])[F:31])=[C:6]([CH:27]=1)[CH2:7][N:8]1[CH2:13][CH2:12][NH:11][C:10]2[N:14]=[CH:15][C:16]([C:18]3[CH:19]=[CH:20][C:21]([C:22]([N:43]4[CH2:42][CH2:41][CH:40]([C:37]5[C:36]6[CH:46]=[CH:47][C:33]([F:32])=[CH:34][C:35]=6[O:39][N:38]=5)[CH2:45][CH2:44]4)=[O:23])=[CH:25][CH:26]=3)=[CH:17][C:9]1=2. Reported procedure: 4-{1-[5-chloro-2-(trifluoromethyl)benzyl]-1,2,3,4-tetrahydropyrido[2,3-b]pyrazin-7-yl}benzoic acid was reacted with 4-(6-fluorobenzo[d]isoxazol-3-yl)piperidine as in General Procedure 10 to give the title compound. LCMS: m/z=649.96 (M+H+); retention time=1.00 minutes. The solvent is C(C)(=O)OC(C)=O (acetic anhydride). Procedure details: A solution of N-benzyloxycarbonyl-N-neohexyl-L-aspartic acid, in acetic anhydride with a catalytic amount of phosphoric acid, is heated at reflux for 0.5 to 5 hours, is cooled to room temperature, and is concentrated under reduced pressure, with heating. The residual material is dissolved in water, then neutralized with aqueous sodium hydroxide. The resulting precipitate is collected by vacuum filtration, and is recrystallized to provide substantially pure N-neohexyl-L-aspartic anhydride. The product is C(CC(C)(C)C)N[C@H]1CC(=O)OC1=O (N-neohexyl-L-aspartic anhydride). RXN SMILES: C(OC([N:11]([CH2:20][CH2:21][C:22]([CH3:25])([CH3:24])[CH3:23])[C@H:12]([C:17]([OH:19])=[O:18])[CH2:13][C:14](O)=[O:15])=O)C1C=CC=CC=1.P(=O)(O)(O)O>C(OC(=O)C)(=O)C>[CH2:20]([NH:11][C@@H:12]1[C:17](=[O:19])[O:18][C:14](=[O:15])[CH2:13]1)[CH2:21][C:22]([CH3:25])([CH3:24])[CH3:23]. Reactants: C(C1=CC=CC=C1)OC(=O)N([C@@H](CC(=O)O)C(=O)O)CCC(C)(C)C (N-benzyloxycarbonyl-N-neohexyl-L-aspartic acid), P(O)(O)(O)=O (phosphoric acid). The reactants are Cc1ccc(-c2c(OCCOc3ccc(F)cc3)nn(C)c2N(S(=O)(=O)c2ccc(C(C)(C)C)cc2)S(=O)(=O)c2ccc(C(C)(C)C)cc2)cc1, [Na+], C1COCCO1, [OH-]. Product: Cc1ccc(-c2c(OCCOc3ccc(F)cc3)nn(C)c2NS(=O)(=O)c2ccc(C(C)(C)C)cc2)cc1. RXN SMILES: [C:1]([CH3:2])([CH3:3])([CH3:4])[c:5]1[cH:6][cH:7][c:8]([S:11](=[O:12])(=[O:13])[N:14]([c:15]2[c:16](-[c:32]3[cH:33][cH:34][c:35]([CH3:38])[cH:36][cH:37]3)[c:17]([O:21][CH2:22][CH2:23][O:24][c:25]3[cH:26][cH:27][c:28]([F:31])[cH:29][cH:30]3)[n:18][n:19]2[CH3:20])[S:39]([c:40]2[cH:41][cH:42][c:43]([C:44]([CH3:45])([CH3:46])[CH3:47])[cH:48][cH:49]2)(=[O:50])=[O:51])[cH:9][cH:10]1.[Na+:53].[O:54]1[CH2:55][CH2:56][O:57][CH2:58][CH2:59]1.[OH-:52]>>[C:1]([CH3:2])([CH3:3])([CH3:4])[c:5]1[cH:6][cH:7][c:8]([S:11](=[O:12])(=[O:13])[NH:14][c:15]2[c:16](-[c:32]3[cH:33][cH:34][c:35]([CH3:38])[cH:36][cH:37]3)[c:17]([O:21][CH2:22][CH2:23][O:24][c:25]3[cH:26][cH:27][c:28]([F:31])[cH:29][cH:30]3)[n:18][n:19]2[CH3:20])[cH:9][cH:10]1. The reactants are C1(CC1)N (Cyclopropylamine), FC=1C=C(N)C=CC1OC1=C2C(=NC=C1)C=C(S2)C=2N=NN(C2)CCN2CCCC2 (3-Fluoro-4-(2-(1-(2-(pyrrolidin-1-yl)ethyl)-1H-1,2,3-triazol-4-yl)thieno[3,2-b]pyridin-7-yloxy)aniline), N1=CC=CC=C1 (pyridine), ClC(=O)OC1=CC=CC=C1 (phenyl chloroformate). Solvent: CCOCC (Et2O), CN(C)C=O (DMF), CCOC(=O)C (EtOAc). Conditions: temperature 0 celsius, time 2 hour. Yields the product C1(CC1)NC(=O)NC1=CC(=C(C=C1)OC1=C2C(=NC=C1)C=C(S2)C=2N=NN(C2)CCN2CCCC2)F (1-Cyclopropyl-3-(3-fluoro-4-(2-(1-(2-(pyrrolidin-1-yl)ethyl)-1H-1,2,3-triazol-4-yl)thieno[3,2-b]pyridin-7-yloxy)phenyl)urea). Yield: 42.6%. Reaction SMILES: [F:1][C:2]1[CH:3]=[C:4]([CH:6]=[CH:7][C:8]=1[O:9][C:10]1[CH:15]=[CH:14][N:13]=[C:12]2[CH:16]=[C:17]([C:19]3[N:20]=[N:21][N:22]([CH2:24][CH2:25][N:26]4[CH2:30][CH2:29][CH2:28][CH2:27]4)[CH:23]=3)[S:18][C:11]=12)[NH2:5].[N:31]1[CH:36]=[CH:35][CH:34]=C[CH:32]=1.ClC(OC1C=CC=CC=1)=[O:39].C1(N)CC1>CN(C=O)C.CCOC(C)=O.CCOCC>[CH:36]1([NH:31][C:32]([NH:5][C:4]2[CH:6]=[CH:7][C:8]([O:9][C:10]3[CH:15]=[CH:14][N:13]=[C:12]4[CH:16]=[C:17]([C:19]5[N:20]=[N:21][N:22]([CH2:24][CH2:25][N:26]6[CH2:27][CH2:28][CH2:29][CH2:30]6)[CH:23]=5)[S:18][C:11]=34)=[C:2]([F:1])[CH:3]=2)=[O:39])[CH2:34][CH2:35]1. Procedure details: To a stirred solution of 361 (98 mg, 0.231 mmol) and pyridine (0.057 mL, 3 eq, 0.9 mmol) in DMF (5 mL) at 0° C. under nitrogen was added phenyl chloroformate (0.072 ml, 2.5 eq, 0.577 mmol) and the reaction mixture was stirred at 0° C. for 2 hrs. Cyclopropylamine (66 mg, 5 eq, 1.154 mmol) was added and the reaction mixture was heated at 55° C. for 5 hrs. The reaction mixture was then diluted with EtOAc, washed sequentially with sodium bicarbonate solution, saturated ammonium chloride solution and... Starting materials: S(O)(O)(=O)=O (sulfuric acid), oxide, O (water), ClCC(CCCCCCCOC(C(=O)OC)(C)C)O (Methyl 2-(9-chloro-8-hydroxynonyloxy)-2-methylpropionate), CC(=O)C.OS(=O)(=O)O.O=[Cr](=O)=O (Jones reagent), CC(=O)C.OS(=O)(=O)O.O=[Cr](=O)=O (Jones reagent). Run in C(C)(C)O (isopropyl alcohol), CC(=O)C (acetone). Yields the product ClCC(CCCCCCCOC(C(=O)OC)(C)C)=O (Methyl 2-(9-chloro-8-oxononyloxy)-2-methylpropionate). The yield is 59.0%. RXN SMILES: [Cl:1][CH2:2][CH:3]([OH:19])[CH2:4][CH2:5][CH2:6][CH2:7][CH2:8][CH2:9][CH2:10][O:11][C:12]([CH3:18])([CH3:17])[C:13]([O:15][CH3:16])=[O:14].CC(C)=O.OS(O)(=O)=O.O=[Cr](=O)=O.S(=O)(=O)(O)O.O>CC(C)=O.C(O)(C)C>[Cl:1][CH2:2][C:3](=[O:19])[CH2:4][CH2:5][CH2:6][CH2:7][CH2:8][CH2:9][CH2:10][O:11][C:12]([CH3:17])([CH3:18])[C:13]([O:15][CH3:16])=[O:14] |f:1.2.3|. Procedure details: Methyl 2-(9-chloro-8-hydroxynonyloxy)-2-methylpropionate (31 g) was dissolved in 465 ml of acetone, and 46 ml of Jones reagent prepared by adding 10.2 ml of conc. sulfuric acid and 12 g of chromic (VI) oxide to 45 ml of water was added dropwise with stirring under ice-cooling. After 3-hour-stirring at room temperature, an excess amount of Jones reagent was decomposed by adding isopropyl alcohol, The reaction mixture was poured into ice-cold water, extracted with ethyl acetate, washed with brine,... The reactants are C1(C=CCCC1)N1N=CC(=C1)C=1C=C(C=C(C1)C)NC1=NC=CC(=N1)C(F)(F)F (racemic N-{3-[1-(cyclohex-2-en-1-yl)-1H-pyrazol-4-yl]-5-methylphenyl}-4-(trifluoromethyl)pyrimidin-2-amine), CC(=O)C (acetone), C[N+]1(CCOCC1)[O-] (4-methylmorpholine N-oxide). The reagents and catalysts are [Os](=O)(=O)(=O)=O (Osmium tetroxide). Solvent: O (water), S(=S)(=O)([O-])[O-].[Na+].[Na+] (sodium thiosulfate). Run at time 2.5 hour. The product is CC=1C=C(C=C(C1)NC1=NC=CC(=N1)C(F)(F)F)C=1C=NN(C1)C1C(C(CCC1)O)O (racemic 3-[4-(3-methyl-5-{[4-(trifluoromethyl)pyrimidin-2-yl]amino}phenyl)-1H-pyrazol-1-yl]cyclohexane-1,2-diol). Reaction SMILES: C[N+]1([O-])CC[O:5]CC1.[CH:9]1([N:15]2[CH:19]=[C:18]([C:20]3[CH:21]=[C:22]([NH:27][C:28]4[N:33]=[C:32]([C:34]([F:37])([F:36])[F:35])[CH:31]=[CH:30][N:29]=4)[CH:23]=[C:24]([CH3:26])[CH:25]=3)[CH:17]=[N:16]2)CCC[CH:11]=[CH:10]1.[CH3:38][C:39]([CH3:41])=[O:40]>O.S([O-])([O-])(=O)=S.[Na+].[Na+].[Os](=O)(=O)(=O)=O>[CH3:26][C:24]1[CH:25]=[C:20]([C:18]2[CH:17]=[N:16][N:15]([CH:9]3[CH2:10][CH2:11][CH2:41][CH:39]([OH:40])[CH:38]3[OH:5])[CH:19]=2)[CH:21]=[C:22]([NH:27][C:28]2[N:33]=[C:32]([C:34]([F:37])([F:36])[F:35])[CH:31]=[CH:30][N:29]=2)[CH:23]=1 |f:4.5.6|. Procedure details: Osmium tetroxide (2.08 mL, 0.34 mmol) and 4-methylmorpholine N-oxide (398 mg, 3.4 mmol) were added to a flask containing racemic N-{3-[1-(cyclohex-2-en-1-yl)-1H-pyrazol-4-yl]-5-methylphenyl}-4-(trifluoromethyl)pyrimidin-2-amine (339 mg, 0.85 mmol) dissolved in acetone (7.5 mL) and water (0.94 mL). The suspension was stirred for 2.5 hours at room temperature. The mixture was diluted with saturated aqueous sodium thiosulfate and stirred for 15 minutes at room temperature. The mixture was extracted... Starting materials: CC(=O)OC(C)=O, O=CO, CC(=O)Nc1nc(Cl)c(N)c(Cl)n1. Product: CC(=O)Nc1nc(Cl)c(NC=O)c(Cl)n1. As a reaction SMILES: [CH3:17][C:18]([O:19][C:20](=[O:21])[CH3:22])=[O:23].[CH:14](=[O:15])[OH:16].[NH2:1][c:2]1[c:3]([Cl:13])[n:4][c:5]([NH:9][C:10]([CH3:11])=[O:12])[n:6][c:7]1[Cl:8]>>[NH:1]([c:2]1[c:3]([Cl:13])[n:4][c:5]([NH:9][C:10]([CH3:11])=[O:12])[n:6][c:7]1[Cl:8])[CH:14]=[O:15]. The reactants are C(C)(C)(C)OC(=O)N1[C@@H](CC(C1)=NOC)C(=O)O ((2S,4EZ)-1-(tert-butoxycarbonyl)-4-(methoxyimino)-2-pyrrolidinecarboxylic acid), C(C1=CC=CC=C1)(=O)C1=CC=C(C(=O)O)C=C1 (4-benzoylbenzoic acid), NCC(O)C1=CC=CC=C1 ((1RS)-2-amino-1-phenylethanol). The product is C(C1=CC=CC=C1)(=O)C1=CC=C(CN2[C@@H](CC(C2)=NOC)C(=O)NCC(C2=CC=CC=C2)O)C=C1 ((2S,4EZ)-1-(4-benzoylbenzyl)-N-[(2RS)-2-hydroxy-2-phenylethyl]-4-(methoxyimino)-2-pyrrolidinecarboxamide). As a reaction SMILES: C(O[C:6]([N:8]1[CH2:12][C:11](=[N:13][O:14][CH3:15])[CH2:10][C@H:9]1[C:16]([OH:18])=O)=O)(C)(C)C.[C:19]([C:27]1[CH:35]=[CH:34][C:30](C(O)=O)=[CH:29][CH:28]=1)(=[O:26])[C:20]1[CH:25]=[CH:24][CH:23]=[CH:22][CH:21]=1.[NH2:36][CH2:37][CH:38]([C:40]1[CH:45]=[CH:44][CH:43]=[CH:42][CH:41]=1)[OH:39]>>[C:19]([C:20]1[CH:21]=[CH:22][C:23]([CH2:6][N:8]2[CH2:12][C:11](=[N:13][O:14][CH3:15])[CH2:10][C@H:9]2[C:16]([NH:36][CH2:37][CH:38]([OH:39])[C:40]2[CH:45]=[CH:44][CH:43]=[CH:42][CH:41]=2)=[O:18])=[CH:24][CH:25]=1)(=[O:26])[C:27]1[CH:28]=[CH:29][CH:30]=[CH:34][CH:35]=1. Reported procedure: Following the general method as outlined in Example 22, starting from (2S,4EZ)-1-(tert-butoxycarbonyl)-4-(methoxyimino)-2-pyrrolidinecarboxylic acid, 4-benzoylbenzoic acid, and (1RS)-2-amino-1-phenylethanol, the title compound was obtained in 93% purity by HPLC. MS(ESI+): m/z=486.